From a dataset of the Open Reaction Database (ORD), a public repository of structured organic reaction records. describe an organic reaction: reactants, conditions, products, and yield Starting materials: C(C1=CC=CC=C1)OC1CCC(N1)=O (5-benzyloxypyrrolidin-2-one), C[Si](C)(C)[N-][Si](C)(C)C.[Na+] (sodium bis(trimethylsilyl) amide), C1(=CC=CC=C1)S(=O)(=O)Cl (benzenesulphonyl chloride). Solvent: C(C)OCC (ethyl ether), CCOCC (ether). Conditions: temperature 0 celsius, time 30 minute. Product: C1(=CC=CC=C1)S(=O)(=O)N1C(CCC1OCC1=CC=CC=C1)=O (1-benzenesulphonyl-2-oxo-5-benzyloxypyrrolidine). The yield is 29.5%. RXN SMILES: [CH2:1]([O:8][CH:9]1[NH:13][C:12](=[O:14])[CH2:11][CH2:10]1)[C:2]1[CH:7]=[CH:6][CH:5]=[CH:4][CH:3]=1.C[Si]([N-][Si](C)(C)C)(C)C.[Na+].[C:25]1([S:31](Cl)(=[O:33])=[O:32])[CH:30]=[CH:29][CH:28]=[CH:27][CH:26]=1>C(OCC)C>[C:25]1([S:31]([N:13]2[CH:9]([O:8][CH2:1][C:2]3[CH:3]=[CH:4][CH:5]=[CH:6][CH:7]=3)[CH2:10][CH2:11][C:12]2=[O:14])(=[O:33])=[O:32])[CH:30]=[CH:29][CH:28]=[CH:27][CH:26]=1 |f:1.2|. Procedure details: At ambient temperature and under an inert atmosphere, 4.40 g of 5-benzyloxypyrrolidin-2-one is added to a solution of 4.64 g of sodium bis(trimethylsilyl) amide in 350 cm3 of anhydrous ethyl ether. The mixture is agitated for 30 minutes, then cooled to 0° C., and a solution of 4.06 g of benzenesulphonyl chloride in 30 cm3 of anhydrous ether is added, while maintaining the temperature at 0° C. The temperature is allowed to return to the ambient, then, after filtering and evaporating the solvent u... Reactants: CCCCNC, Cc1ccccc1, CSC(=C[N+](=O)[O-])SC. The product is CCCCN(C)C(=C[N+](=O)[O-])SC. As a reaction SMILES: [CH2:10]([CH2:11][CH2:12][CH3:13])[NH:14][CH3:15].[CH3:16][c:17]1[cH:18][cH:19][cH:20][cH:21][cH:22]1.[N+:1](=[O:2])([O-:3])[CH:4]=[C:5]([S:6][CH3:7])[S:8][CH3:9]>>[N+:1](=[O:2])([O-:3])[CH:4]=[C:5]([S:6][CH3:7])[N:14]([CH2:10][CH2:11][CH2:12][CH3:13])[CH3:15]. The reactants are C1CCOC1, CO, [Li+], [OH-], COC(=O)c1cc2c([nH]1)CCC2Cc1ccc2ccccc2c1. Product: O=C(O)c1cc2c([nH]1)CCC2Cc1ccc2ccccc2c1. Reaction SMILES: [CH2:28]1[O:29][CH2:30][CH2:31][CH2:32]1.[CH3:26][OH:27].[Li+:24].[OH-:25].[cH:1]1[c:2]([CH2:11][CH:12]2[CH2:13][CH2:14][c:15]3[nH:16][c:17]([C:20](=[O:21])[O:22][CH3:23])[cH:18][c:19]32)[cH:3][cH:4][c:5]2[cH:6][cH:7][cH:8][cH:9][c:10]12>>[cH:1]1[c:2]([CH2:11][CH:12]2[CH2:13][CH2:14][c:15]3[nH:16][c:17]([C:20](=[O:21])[OH:22])[cH:18][c:19]32)[cH:3][cH:4][c:5]2[cH:6][cH:7][cH:8][cH:9][c:10]12. Product: CN(C)CC(CC(=O)OCc1ccccc1)NC(=O)CCCCCCCOCc1ccc(F)cc1F. Reaction SMILES: [CH2:1]([OH:2])[CH2:3][CH2:4][CH2:5][CH2:6][CH2:7][CH2:8][CH2:9][OH:10].[CH2:62]([c:63]1[cH:64][cH:65][cH:66][cH:67][cH:68]1)[O:69][C:70]([CH2:71][CH:72]([CH2:73][N:74]([CH3:75])[CH3:76])[NH2:77])=[O:78].[ClH:60].[ClH:61].[F:11][c:12]1[cH:13][c:14]([F:15])[cH:16][cH:17][c:18]1[CH2:19][Br:20].[F:21][c:22]1[c:23]([CH2:24][O:25][CH2:26][CH2:27][CH2:28][CH2:29][CH2:30][CH2:31][CH2:32][CH2:33][OH:34])[cH:35][cH:36][c:37]([F:39])[cH:38]1.[F:40][c:41]1[cH:42][c:43]([F:44])[cH:45][cH:46][c:47]1[CH2:48][O:49][CH2:50][CH2:51][CH2:52][CH2:53][CH2:54][CH2:55][CH2:56][C:57]([OH:58])=[O:59]>>[F:21][c:22]1[c:23]([CH2:24][O:25][CH2:26][CH2:27][CH2:28][CH2:29][CH2:30][CH2:31][CH2:32][C:33](=[O:34])[NH:77][CH:72]([CH2:71][C:70]([O:69][CH2:62][c:63]2[cH:64][cH:65][cH:66][cH:67][cH:68]2)=[O:78])[CH2:73][N:74]([CH3:75])[CH3:76])[cH:35][cH:36][c:37]([F:39])[cH:38]1. Starting materials: OCCCCCCCCO, CN(C)CC(N)CC(=O)OCc1ccccc1, Cl, Cl, Fc1ccc(CBr)c(F)c1, OCCCCCCCCOCc1ccc(F)cc1F, O=C(O)CCCCCCCOCc1ccc(F)cc1F. Reactants: C(=O)(O)C12CCC(CC1)(CC2)NCC(=O)N2[C@@H](C[C@@H](C2)F)C#N ((2S,4S)-1-[[N-(4-carboxybicyclo[2.2.2]oct-1-yl)amino]acetyl]-4-fluoropyrrolidine-2-carbonitrile), NC1=CC=C(C=C1)C (p-toluidine). Product: F[C@H]1C[C@H](N(C1)C(CNC12CCC(CC1)(CC2)C(=O)NC2=CC=C(C=C2)C)=O)C#N ((2S,4S)-4-fluoro-1-[[N-[4-[N-(4-methylphenyl)amino]carbonylbicyclo[2.2.2]oct-1-yl]amino]acetyl]pyrrolidine-2-carbonitrile). Yield: 22.3%. RXN SMILES: [C:1]([C:4]12[CH2:11][CH2:10][C:7]([NH:12][CH2:13][C:14]([N:16]3[CH2:20][C@@H:19]([F:21])[CH2:18][C@H:17]3[C:22]#[N:23])=[O:15])([CH2:8][CH2:9]1)[CH2:6][CH2:5]2)(O)=[O:2].[NH2:24][C:25]1[CH:30]=[CH:29][C:28]([CH3:31])=[CH:27][CH:26]=1>>[F:21][C@@H:19]1[CH2:20][N:16]([C:14](=[O:15])[CH2:13][NH:12][C:7]23[CH2:6][CH2:5][C:4]([C:1]([NH:24][C:25]4[CH:30]=[CH:29][C:28]([CH3:31])=[CH:27][CH:26]=4)=[O:2])([CH2:11][CH2:10]2)[CH2:9][CH2:8]3)[C@H:17]([C:22]#[N:23])[CH2:18]1. Reported procedure: In a similar manner to Example 63, (2S,4S)-1-[[N-(4-carboxybicyclo[2.2.2]oct-1-yl)amino]acetyl]-4-fluoropyrrolidine-2-carbonitrile (50.0 mg) and p-toluidine (36.0 mg) were used to obtain (2S,4S)-4-fluoro-1-[[N-[4-[N-(4-methylphenyl)amino]carbonylbicyclo[2.2.2]oct-1-yl]amino]acetyl]pyrrolidine-2-carbonitrile (14.2 mg). Starting materials: C(=O)(O)[O-].[Na+] (NaHCO3), O=C(CNC(C1=CC(=CC=C1)C(F)(F)F)=O)N[C@H]1CNCC1 (N-{2-oxo-2-[(3R)-pyrrolidin-3-ylamino]ethyl}-3-(trifluoromethyl)benzamide), BrC1CC(OCC1)C1=CC=CC=C1 (4-bromo-2-phenyltetrahydro-2H-pyran), C([O-])([O-])=O.[Cs+].[Cs+] (cesium carbonate). Reaction SMILES: [O:1]=[C:2]([NH:17][C@@H:18]1[CH2:22][CH2:21][NH:20][CH2:19]1)[CH2:3][NH:4][C:5](=[O:16])[C:6]1[CH:11]=[CH:10][CH:9]=[C:8]([C:12]([F:15])([F:14])[F:13])[CH:7]=1.Br[CH:24]1[CH2:29][CH2:28][O:27][CH:26]([C:30]2[CH:35]=[CH:34][CH:33]=[CH:32][CH:31]=2)[CH2:25]1.C(=O)([O-])[O-].[Cs+].[Cs+].C([O-])(O)=O.[Na+]>CN(C=O)C.ClCCl>[O:1]=[C:2]([NH:17][C@@H:18]1[CH2:22][CH2:21][N:20]([CH:24]2[CH2:29][CH2:28][O:27][CH:26]([C:30]3[CH:35]=[CH:34][CH:33]=[CH:32][CH:31]=3)[CH2:25]2)[CH2:19]1)[CH2:3][NH:4][C:5](=[O:16])[C:6]1[CH:11]=[CH:10][CH:9]=[C:8]([C:12]([F:14])([F:15])[F:13])[CH:7]=1 |f:2.3.4,5.6|. The solvent is ClCCl (dichloromethane), CN(C)C=O (DMF). The product is O=C(CNC(C1=CC(=CC=C1)C(F)(F)F)=O)N[C@H]1CN(CC1)C1CC(OCC1)C1=CC=CC=C1 (N-(2-oxo-2-{[(3R)-1-(2-phenyltetrahydro-2H-pyran-4-yl)pyrrolidin-3-yl]amino}ethyl)-3-(trifluoromethyl)benzamide). Reaction conditions: temperature 60 celsius. Procedure: To a solution of N-{2-oxo-2-[(3R)-pyrrolidin-3-ylamino]ethyl}-3-(trifluoromethyl)benzamide (100 mg, 0.32 mmol), 4-bromo-2-phenyltetrahydro-2H-pyran (92 mg, 0.38 mmol, prepared according to Org. Let. 2003, 1979-1982) in DMF (3 mL) was added cesium carbonate (156 mg, 0.48 mmol) and the mixture was heated to 60° C. overnight. The mixture was cooled to room temperature, and NaHCO3 (sat. aq., 10 mL) and dichloromethane (10 mL) were added. The organic layer was separated and the aqueous layer was wash... Starting materials: C(C)(C)(C)C1=CC(=NO1)NC(C(CCC)N)=O (2-amino-pentanoic acid (5-tert-butyl-isoxazol-3-yl)-amide), N-t-BOC, Cl (HCl). Product: NC(C(=O)NC1=NOC(=C1)C(C)(C)C)C (2-Amino-N-(5-tert-butyl-isoxazol-3-yl)-propionamide). RXN SMILES: [C:1]([C:5]1[O:9][N:8]=[C:7]([NH:10][C:11](=[O:17])[CH:12]([NH2:16])[CH2:13]CC)[CH:6]=1)([CH3:4])([CH3:3])[CH3:2].Cl>>[NH2:16][CH:12]([CH3:13])[C:11]([NH:10][C:7]1[CH:6]=[C:5]([C:1]([CH3:4])([CH3:3])[CH3:2])[O:9][N:8]=1)=[O:17]. Procedure details: Prepared by methods analogous to those used in the preparation of 2-amino-pentanoic acid (5-tert-butyl-isoxazol-3-yl)-amide starting with the corresponding N-t-BOC analogs and HCl(g) in an appropriate solvent. Starting materials: COC(=O)C(=O)c1ccc(O)cc1, CN(C)C=O, ClCC1CO1, [H-], [Na+]. Product: COC(=O)C(=O)c1ccc(OCC2CO2)cc1. As a reaction SMILES: [CH3:1][O:2][C:3]([C:4]([c:5]1[cH:6][cH:7][c:8]([OH:11])[cH:9][cH:10]1)=[O:12])=[O:13].[CH3:21][N:22]([CH3:23])[CH:24]=[O:25].[Cl:16][CH2:17][CH:18]1[CH2:19][O:20]1.[H-:14].[Na+:15]>>[CH3:1][O:2][C:3]([C:4]([c:5]1[cH:6][cH:7][c:8]([O:11][CH2:17][CH:18]2[CH2:19][O:20]2)[cH:9][cH:10]1)=[O:12])=[O:13]. Starting materials: C(C)(=O)O[C@H]1[C@H](SC[C@H]([C@@H]1OC(C)=O)OC(C)=O)Br (2,3,4-tri-O-acetyl-5-thio-α-D-xylopyranosyl bromide), SC1=CC=C(C#N)C=C1 (4-mercaptobenzonitrile). Reagents/catalysts: [O-2].[Zn+2] (zinc oxide). Run in C1(=CC=CC=C1)C (toluene), C(C)#N (acetonitrile). Run at temperature 50 celsius, time 18 hour. The product is C(C)(=O)O[C@H]1[C@H](SC2=CC=C(C=C2)C#N)SC[C@H]([C@@H]1OC(C)=O)OC(C)=O (4-cyanophenyl 2,3,4-tri-O-acetyl-1,5-dithio-β-D-xylopyranoside). The yield is 64.0%. RXN SMILES: [C:1]([O:4][C@@H:5]1[C@@H:10]([O:11][C:12](=[O:14])[CH3:13])[C@H:9]([O:15][C:16](=[O:18])[CH3:17])[CH2:8][S:7][C@@H:6]1Br)(=[O:3])[CH3:2].[SH:20][C:21]1[CH:28]=[CH:27][C:24]([C:25]#[N:26])=[CH:23][CH:22]=1>C1(C)C=CC=CC=1.C(#N)C.[O-2].[Zn+2]>[C:1]([O:4][C@@H:5]1[C@@H:10]([O:11][C:12](=[O:14])[CH3:13])[C@H:9]([O:15][C:16](=[O:18])[CH3:17])[CH2:8][S:7][C@H:6]1[S:20][C:21]1[CH:28]=[CH:27][C:24]([C:25]#[N:26])=[CH:23][CH:22]=1)(=[O:3])[CH3:2] |f:4.5|. Procedure details: A suspension of 16.9 g (47.10-3 mol) of 2,3,4-tri-O-acetyl-5-thio-α-D-xylopyranosyl bromide, 6 g (43.10-3 mol) of 4-mercaptobenzonitrile and 3.5 g (43.10-3 mol) of zinc oxide (ZnO) in 120 ml of anhydrous toluene and 120 ml of acetonitrile is stirred under an inert atmosphere, in the presence of a molecular sieve (1 mm), for 18 hours, at 50° C. After the reaction medium has been filtered on Celite® in ethyl acetate, the organic phase obtained is washed with a 1N solution of HCl twice, a 1N soluti...